This data is from the Open Reaction Database (ORD), a public repository of structured organic reaction records. The task is: describe an organic reaction: reactants, conditions, products, and yield The solvent is C(C)O (ethyl alcohol). Reported procedure: To a solution of 5 mmol of 5,10-dihydro-5-(4-nitrobenzoyl)-4H-pyrazolo-[5,1-c][1,4]benzodiazepine in 25 ml of ethyl alcohol is added 0.3 g of 10% Pd/C and 15 mmol of hydrazine. The mixture is heated under reflux for 3 hours, and the mixture is filtered through diatomaceous earth. The filtrate is concentrated in vacuo to a residue which is dissolved in methylene chloride and passed through a thin pad of hydrous magnesium silicate. The filtrate is concentrated in vacuo to give the desired product ... The product is NC1=CC=C(C(=O)N2CC=3N(CC4=C2C=CC=C4)N=CC3)C=C1 (5,10-Dihydro-5-(4-aminobenzoyl)-4H-pyrazolo-[5,1-c][1,4]benzodiazepine). Reactants: [N+](=O)([O-])C1=CC=C(C(=O)N2CC=3N(CC4=C2C=CC=C4)N=CC3)C=C1 (5,10-dihydro-5-(4-nitrobenzoyl)-4H-pyrazolo-[5,1-c][1,4]benzodiazepine), NN (hydrazine). Reagents/catalysts: [Pd] (Pd/C). RXN SMILES: [N+:1]([C:4]1[CH:25]=[CH:24][C:7]([C:8]([N:10]2[C:16]3[CH:17]=[CH:18][CH:19]=[CH:20][C:15]=3[CH2:14][N:13]3[N:21]=[CH:22][CH:23]=[C:12]3[CH2:11]2)=[O:9])=[CH:6][CH:5]=1)([O-])=O.NN>C(O)C.[Pd]>[NH2:1][C:4]1[CH:5]=[CH:6][C:7]([C:8]([N:10]2[C:16]3[CH:17]=[CH:18][CH:19]=[CH:20][C:15]=3[CH2:14][N:13]3[N:21]=[CH:22][CH:23]=[C:12]3[CH2:11]2)=[O:9])=[CH:24][CH:25]=1. Reactants: BrC=1N=C2C(=NC1)NC=C2C(C(C)(C)C)=O (1-(2-bromo-5H-pyrrolo[2,3-b]pyrazin-7-yl)-2,2-dimethyl-propan-1-one), FC=1C=C(C=CC1)B(O)O (3-fluorobenzeneboronic acid). The solvent is hexanes, CCOC(=O)C (EtOAc). Product: FC1=C(C=CC=C1)C=1N=C2C(=NC1)NC=C2C(C(C)(C)C)=O (1-[2-(2-Fluoro-phenyl)-5H-pyrrolo[2,3-b]pyrazin-7-yl]-2,2-dimethyl-propan-1-one), pale yellow solid. Isolated yield 12.0%. As a reaction SMILES: Br[C:2]1[N:3]=[C:4]2[C:10]([C:11](=[O:16])[C:12]([CH3:15])([CH3:14])[CH3:13])=[CH:9][NH:8][C:5]2=[N:6][CH:7]=1.[F:17][C:18]1[CH:19]=[C:20](B(O)O)[CH:21]=[CH:22][CH:23]=1>CCOC(C)=O>[F:17][C:18]1[CH:19]=[CH:20][CH:21]=[CH:22][C:23]=1[C:2]1[N:3]=[C:4]2[C:10]([C:11](=[O:16])[C:12]([CH3:15])([CH3:14])[CH3:13])=[CH:9][NH:8][C:5]2=[N:6][CH:7]=1. Procedure: 1-[2-(2-Fluoro-phenyl)-5H-pyrrolo[2,3-b]pyrazin-7-yl]-2,2-dimethyl-propan-1-one was prepared starting from 1-(2-bromo-5H-pyrrolo[2,3-b]pyrazin-7-yl)-2,2-dimethyl-propan-1-one and 3-fluorobenzeneboronic acid following general procedures as described in these Examples. Silica gel chromatography using 20-100% EtOAc in hexanes as eluant gave a brown solid which was washed with 1:1 Et2O/Hexanes to provide 10 mg (12%) of a pale yellow solid. M+H=298.